This data is from the Open Reaction Database (ORD), a public repository of structured organic reaction records. The task is: describe an organic reaction: reactants, conditions, products, and yield Reactants: FC1=C(C=CC=C1)NC(NC1=C(C=C(C=C1)CC(=O)N1C(CCC1)CN(C)C1=C(C=C(C(=O)OC)C=C1)[N+](=O)[O-])OC)=O (methyl 4-[N-[1-[4-[N′-(2-fluorophenyl)ureido]-3-methoxyphenylacetyl]-2-pyrrolidinylmethyl]-N-methylamino]-3-nitrobenzoate). The reagents and catalysts are [Pd] (Pd-C). Solvent: CO (MeOH). Product: NC=1C=C(C(=O)OC)C=CC1N(C)CC1N(CCC1)C(CC1=CC(=C(C=C1)NC(=O)NC1=C(C=CC=C1)F)OC)=O (methyl 3-amino-4-[N-[1-[4-[N′-(2-fluorophenyl)ureido]-3-methoxy-phenylacetyl]-2-pyrrolidinylmethyl]-N-methylamino]benzoate). The yield is 33.2%. Reaction SMILES: [F:1][C:2]1[CH:7]=[CH:6][CH:5]=[CH:4][C:3]=1[NH:8][C:9](=[O:43])[NH:10][C:11]1[CH:16]=[CH:15][C:14]([CH2:17][C:18]([N:20]2[CH2:24][CH2:23][CH2:22][CH:21]2[CH2:25][N:26]([C:28]2[CH:37]=[CH:36][C:31]([C:32]([O:34][CH3:35])=[O:33])=[CH:30][C:29]=2[N+:38]([O-])=O)[CH3:27])=[O:19])=[CH:13][C:12]=1[O:41][CH3:42]>CO.[Pd]>[NH2:38][C:29]1[CH:30]=[C:31]([CH:36]=[CH:37][C:28]=1[N:26]([CH2:25][CH:21]1[CH2:22][CH2:23][CH2:24][N:20]1[C:18](=[O:19])[CH2:17][C:14]1[CH:15]=[CH:16][C:11]([NH:10][C:9]([NH:8][C:3]2[CH:4]=[CH:5][CH:6]=[CH:7][C:2]=2[F:1])=[O:43])=[C:12]([O:41][CH3:42])[CH:13]=1)[CH3:27])[C:32]([O:34][CH3:35])=[O:33]. Reported procedure: A stirred solution of methyl 4-[N-[1-[4-[N′-(2-fluorophenyl)ureido]-3-methoxyphenylacetyl]-2-pyrrolidinylmethyl]-N-methylamino]-3-nitrobenzoate (901.0 mg, 1.518 mmol) in MeOH (18.0 mL) was hydrogenated over 5%Pd-C (1.35 g) at 45 psi overnight. The mixture was filtered and the filtrate was concentrated in vacuo. The residue was made basic with 1N NaOH solution and extracted with CHCl3. The extract was washed with brine, dried over Na2SO4, and the solvent was removed under a reduced pressure. The ... Reactants: C(C)(C)[N-]C(C)C.[Li+] (lithium diisopropylamide), O1CCCC1 (tetrahydrofuran), O1CCCC1 (tetrahydrofuran), COC1=C(CN2C(CC2)C(=O)OC(C)(C)C)C(=CC(=C1)OC)OC (N-(2,4,6-trimethoxybenzyl)-2-carbo-tert-butoxyazetidine). Conditions: time 1 hour. Yields the product COC1=C(CN2C(CC2)=O)C(=CC(=C1)OC)OC (N-(2,4,6-trimethoxybenzyl)-2-azetidinone). Yield: 56.0%. Reaction SMILES: C([N-]C(C)C)(C)C.[Li+].[CH3:9][O:10][C:11]1[CH:28]=[C:27]([O:29][CH3:30])[CH:26]=[C:25]([O:31][CH3:32])[C:12]=1[CH2:13][N:14]1[CH2:17][CH2:16][CH:15]1C(OC(C)(C)C)=O.[O:33]1CCCC1>>[CH3:9][O:10][C:11]1[CH:28]=[C:27]([O:29][CH3:30])[CH:26]=[C:25]([O:31][CH3:32])[C:12]=1[CH2:13][N:14]1[CH2:17][CH2:16][C:15]1=[O:33] |f:0.1|. Reported procedure: In a 50 ml round bottom 3-neck flask was prepared a solution of 1.2 mmol lithium diisopropylamide in ca. 10 ml tetrahydrofuran. To this clear, practically colorless solution cooled to -78°, was added 0.34 g (1 mmol) N-(2,4,6-trimethoxybenzyl)-2-carbo-tert-butoxyazetidine dissolved in 3 ml tetrahydrofuran. After stirring for 1 hour at this temperature, the golden-orange solution was silylated and photooxygenated in the usual manner. The resulting pink solution was then concentrated in vacuo and t... Starting materials: C1(CCCC1)N1N=C(C(=C1N)C#N)CC1=CC=CC=C1 (1-cyclopentyl-3-phenylmethyl-5-amino-1H-pyrazole-4-carbonitrile), N1=CC=CC=C1 (pyridine), C1(=CC=CC=C1)CC(=O)Cl (phenylacetyl chloride). The solvent is C(Cl)(Cl)Cl (CHCl3), C(Cl)(Cl)Cl (CHCl3). Reaction conditions: time 3 hour. Product: C1(CCCC1)N1N=C(C(=C1NC(=O)CC1=CC=CC=C1)C#N)CC1=CC=CC=C1 (1-cyclopentyl-3-phenylmethyl-4-cyano-5-(phenylmethylcarbonylamino)-1H-pyrazole). Yield: 33.3%. RXN SMILES: [CH:1]1([N:6]2[C:10]([NH2:11])=[C:9]([C:12]#[N:13])[C:8]([CH2:14][C:15]3[CH:20]=[CH:19][CH:18]=[CH:17][CH:16]=3)=[N:7]2)[CH2:5][CH2:4][CH2:3][CH2:2]1.N1C=CC=CC=1.[C:27]1([CH2:33][C:34](Cl)=[O:35])[CH:32]=[CH:31][CH:30]=[CH:29][CH:28]=1>C(Cl)(Cl)Cl>[CH:1]1([N:6]2[C:10]([NH:11][C:34]([CH2:33][C:27]3[CH:32]=[CH:31][CH:30]=[CH:29][CH:28]=3)=[O:35])=[C:9]([C:12]#[N:13])[C:8]([CH2:14][C:15]3[CH:16]=[CH:17][CH:18]=[CH:19][CH:20]=3)=[N:7]2)[CH2:2][CH2:3][CH2:4][CH2:5]1. Procedure details: To a stirred solution of 1-cyclopentyl-3-phenylmethyl-5-amino-1H-pyrazole-4-carbonitrile (2.3 g, 8.6 mmol), CHCl3 (50 ml) and pyridine (20 ml) in an ice bath was added a solution of phenylacetyl chloride (2.3 ml, 17.2 mmol) in CHCl3 (10 ml) over a period of 20 minutes. The reaction mixture was stirred in an ice bath for 3 hours, then at room temperature for 2 hours. The solvent was removed in vacuo, the residue was partitioned between CHCl3 (100 ml) and water (50 ml) , and the organic layer was ... Starting materials: C(CC)C=1C=C(C=CC1)O (3-Propylphenol), ClC1=C(C=O)C=CC(=C1)F (2-chloro-4-fluorobenzaldehyde). The product is ClC1=C(C=O)C=CC(=C1)OC1=CC(=CC=C1)CCC (2-Chloro-4-(3-propylphenoxy)benzaldehyde). As a reaction SMILES: [CH2:1]([C:4]1[CH:5]=[C:6]([OH:10])[CH:7]=[CH:8][CH:9]=1)[CH2:2][CH3:3].[Cl:11][C:12]1[CH:19]=[C:18](F)[CH:17]=[CH:16][C:13]=1[CH:14]=[O:15]>>[Cl:11][C:12]1[CH:19]=[C:18]([O:10][C:6]2[CH:7]=[CH:8][CH:9]=[C:4]([CH2:1][CH2:2][CH3:3])[CH:5]=2)[CH:17]=[CH:16][C:13]=1[CH:14]=[O:15]. Reported procedure: 3-Propylphenol and 2-chloro-4-fluorobenzaldehyde were reacted according to the same experiment procedures as in Reference Example 1 of the pamphlet of WO 03029184 to obtain the target product as a pale brown oil. Starting materials: CI (Methyl iodide), COC(CC=1N=CN(C1)C(C1=CC=CC=C1)(C1=CC=CC=C1)C1=CC=CC=C1)=O (1-(triphenylmethyl)-1H-imidazol-4-ylacetic acid methyl ester), C[Si]([N-][Si](C)(C)C)(C)C.[Li+] (Lithium hexamethyldisilazide), solution. Run in C1CCOC1 (THF), C1CCOC1 (THF). Reaction conditions: temperature -78 celsius, time 30 minute. The product is COC(C(C=1N=CN(C1)C(C1=CC=CC=C1)(C1=CC=CC=C1)C1=CC=CC=C1)C)=O (2(R,S)-Methyl-2-{1-(Triphenylmethyl)-1H-imidazol-4-yl}-acetic acid methyl ester). As a reaction SMILES: [CH3:1][O:2][C:3](=[O:29])[CH2:4][C:5]1[N:6]=[CH:7][N:8]([C:10]([C:23]2[CH:28]=[CH:27][CH:26]=[CH:25][CH:24]=2)([C:17]2[CH:22]=[CH:21][CH:20]=[CH:19][CH:18]=2)[C:11]2[CH:16]=[CH:15][CH:14]=[CH:13][CH:12]=2)[CH:9]=1.[CH3:30][Si](C)(C)[N-][Si](C)(C)C.[Li+].CI>C1COCC1>[CH3:1][O:2][C:3](=[O:29])[CH:4]([CH3:30])[C:5]1[N:6]=[CH:7][N:8]([C:10]([C:11]2[CH:16]=[CH:15][CH:14]=[CH:13][CH:12]=2)([C:23]2[CH:28]=[CH:27][CH:26]=[CH:25][CH:24]=2)[C:17]2[CH:18]=[CH:19][CH:20]=[CH:21][CH:22]=2)[CH:9]=1 |f:1.2|. Procedure details: A solution of 1-(triphenylmethyl)-1H-imidazol-4-ylacetic acid methyl ester (1.01 g, 2.63 mmol) in THF (25 ml) was cooled to -78° C. Lithium hexamethyldisilazide (2.76 ml of a 1M solution in THF, 2.76 mmol) was added dropwise and the reaction stirred 30 min at -78° C. Methyl iodide (0.164 ml, 2.76 mmol) was added and the reaction stirred a furthur 1 hr at -78° C. and then at -20° C. for 4 hrs. The reaction was quenched with water (10 ml) and saturated NaHCO3 solutuon (10 ml) and extracted with Et... Reactants: [N+](=O)([O-])C=1C=C(C=CC1)C1=NOC(C1)CCC=O (3-[3-(3-nitrophenyl)-4,5-Dihydroisoxazol-5-yl]propanal), C1(=CC=CC=C1)C(N1CCNCC1)C1=CC=CC=C1 (1-(diphenylmethyl)piperazine), [BH-](OC(=O)C)(OC(=O)C)OC(=O)C.[Na+] (NaBH(OAc)3). Run in C(Cl)Cl (methylene chloride). The product is C(C1=CC=CC=C1)(C1=CC=CC=C1)N1CCN(CC1)CCCC1CC(=NO1)C1=CC(=CC=C1)[N+](=O)[O-] (1-Benzhydryl-4-{3-[3-(3-nitrophenyl)-4,5-dihydroisoxazol-5-yl]propyl}piperazine). The yield is 53.4%. RXN SMILES: [N+:1]([C:4]1[CH:5]=[C:6]([C:10]2[CH2:14][CH:13]([CH2:15][CH2:16][CH:17]=O)[O:12][N:11]=2)[CH:7]=[CH:8][CH:9]=1)([O-:3])=[O:2].[C:19]1([CH:25]([C:32]2[CH:37]=[CH:36][CH:35]=[CH:34][CH:33]=2)[N:26]2[CH2:31][CH2:30][NH:29][CH2:28][CH2:27]2)[CH:24]=[CH:23][CH:22]=[CH:21][CH:20]=1.[BH-](OC(C)=O)(OC(C)=O)OC(C)=O.[Na+]>C(Cl)Cl>[CH:25]([N:26]1[CH2:31][CH2:30][N:29]([CH2:17][CH2:16][CH2:15][CH:13]2[O:12][N:11]=[C:10]([C:6]3[CH:7]=[CH:8][CH:9]=[C:4]([N+:1]([O-:3])=[O:2])[CH:5]=3)[CH2:14]2)[CH2:28][CH2:27]1)([C:32]1[CH:37]=[CH:36][CH:35]=[CH:34][CH:33]=1)[C:19]1[CH:24]=[CH:23][CH:22]=[CH:21][CH:20]=1 |f:2.3|. Procedure: 3-[3-(3-nitrophenyl)-4,5-Dihydroisoxazol-5-yl]propanal (21.9 mg, 0.088 mmol), 1-(diphenylmethyl)piperazine (20.3 mg, 0.080 mmol), molecular sieves (5 beads), and NaBH(OAc)3 (51.1 mg, 0.241 mmol) were reacted in 3 mL of methylene chloride for about 12 hr. With the following processes the same as in Example 1, 20.7 mg (48.4%) of the target compound was obtained. Reactants: CC(C)(C)c1ccc(C#C[Si](C)(C)C)c([N+](=O)[O-])c1, O=C([O-])[O-], CO, [K+], [K+]. Product: C#Cc1ccc(C(C)(C)C)cc1[N+](=O)[O-]. RXN SMILES: [C:1]([CH3:2])([CH3:3])([CH3:4])[c:5]1[cH:6][c:7]([N+:17](=[O:18])[O-:19])[c:8]([C:11]#[C:12][Si:13]([CH3:14])([CH3:15])[CH3:16])[cH:9][cH:10]1.[C:20](=[O:21])([O-:22])[O-:23].[CH3:26][OH:27].[K+:24].[K+:25]>>[C:1]([CH3:2])([CH3:3])([CH3:4])[c:5]1[cH:6][c:7]([N+:17](=[O:18])[O-:19])[c:8]([C:11]#[CH:12])[cH:9][cH:10]1.